Dataset: the Open Reaction Database (ORD), a public repository of structured organic reaction records. Task: describe an organic reaction: reactants, conditions, products, and yield Reactants: CCOC(C)=O, CC(C)(C)OC(=O)NC1CC=CCC1, C=CCI, C1CCCCC1. Product: C=CCN(C(=O)OC(C)(C)C)C1CC=CCC1. RXN SMILES: [C:19]([O:20][CH2:21][CH3:22])(=[O:23])[CH3:24].[C:1]([CH3:2])([CH3:3])([CH3:4])[O:5][C:6]([NH:7][CH:8]1[CH2:9][CH:10]=[CH:11][CH2:12][CH2:13]1)=[O:14].[CH2:15]([CH:16]=[CH2:17])[I:18].[CH2:25]1[CH2:26][CH2:27][CH2:28][CH2:29][CH2:30]1>>[C:1]([CH3:2])([CH3:3])([CH3:4])[O:5][C:6]([N:7]([CH:8]1[CH2:9][CH:10]=[CH:11][CH2:12][CH2:13]1)[CH2:17][CH:16]=[CH2:15])=[O:14]. The reactants are O1CCN(CC1)C=1OC2=C(C=C(C=C2C(C1)=O)C(=O)OC)[C@@H]1NCCC1 (Methyl 2-morpholino-4-oxo-8-[(2R)-pyrrolidin-2-yl]chromene-6-carboxylate), BrC1=CC=C(C=C1)F (1-bromo-4-fluorobenzene). Yields the product FC1=CC=C(C=C1)N1[C@H](CCC1)C=1C=C(C=C2C(C=C(OC12)N1CCOCC1)=O)C(=O)OC (methyl 8-[(2R)-(1-(4-fluorophenyl)pyrrolidin-2-yl)]-2-morpholino-4-oxo-4H-chromene-6-carboxylate). The yield is 14.7%. As a reaction SMILES: [O:1]1[CH2:6][CH2:5][N:4]([C:7]2[O:8][C:9]3[C:14]([C:15](=[O:17])[CH:16]=2)=[CH:13][C:12]([C:18]([O:20][CH3:21])=[O:19])=[CH:11][C:10]=3[C@H:22]2[CH2:26][CH2:25][CH2:24][NH:23]2)[CH2:3][CH2:2]1.Br[C:28]1[CH:33]=[CH:32][C:31]([F:34])=[CH:30][CH:29]=1>>[F:34][C:31]1[CH:32]=[CH:33][C:28]([N:23]2[CH2:24][CH2:25][CH2:26][C@@H:22]2[C:10]2[CH:11]=[C:12]([C:18]([O:20][CH3:21])=[O:19])[CH:13]=[C:14]3[C:9]=2[O:8][C:7]([N:4]2[CH2:3][CH2:2][O:1][CH2:6][CH2:5]2)=[CH:16][C:15]3=[O:17])=[CH:29][CH:30]=1. Reported procedure: Methyl 2-morpholino-4-oxo-8-[(2R)-pyrrolidin-2-yl]chromene-6-carboxylate (130 mg, 0.36 mmol) was reacted with 1-bromo-4-fluorobenzene (0.239 ml, 2.18 mmol) to afford methyl 8-[(2R)-(1-(4-fluorophenyl)pyrrolidin-2-yl)]-2-morpholino-4-oxo-4H-chromene-6-carboxylate (enantiomer 2, 24 mg, 15%) as a beige solid. Mass Spectrum: m/z [M+H]+=453. The product is COC1=C(C=CC=C1)SC1=CC=C2C=NC(=NN21)NC2=CC=C(C=C2)N2CCN(CC2)C ([7-(2-Methoxy-phenylsulfanyl)-pyrrolo[2,1-f][1,2,4]triazin-2-yl]-[4-(4-methyl-piperazin-1-yl)-phenyl]-amine), solid. Conditions: temperature 120 celsius. Reagents/catalysts: [Cu]I (Copper(I) iodide). Reaction SMILES: Br[C:2]1[N:10]2[C:5]([CH:6]=[N:7][C:8]([NH:11][C:12]3[CH:17]=[CH:16][C:15]([N:18]4[CH2:23][CH2:22][N:21]([CH3:24])[CH2:20][CH2:19]4)=[CH:14][CH:13]=3)=[N:9]2)=[CH:4][CH:3]=1.CC(C)([O-])C.[Na+].C(O)CO.CN(C)C=O.[CH3:40][O:41][C:42]1[CH:47]=[CH:46][CH:45]=[CH:44][C:43]=1[SH:48]>[Cu]I>[CH3:40][O:41][C:42]1[CH:47]=[CH:46][CH:45]=[CH:44][C:43]=1[S:48][C:2]1[N:10]2[C:5]([CH:6]=[N:7][C:8]([NH:11][C:12]3[CH:17]=[CH:16][C:15]([N:18]4[CH2:23][CH2:22][N:21]([CH3:24])[CH2:20][CH2:19]4)=[CH:14][CH:13]=3)=[N:9]2)=[CH:4][CH:3]=1 |f:1.2|. Procedure details: Into a sealed tube was added (7-Bromo-pyrrolo[2,1-f][1,2,4]triazin-2-yl)-[4-(4-methyl-piperazin-1-yl)-phenyl]-amine (0.320 g, 0.826 mmol), Sodium tert-butoxide (238 mg, 2.48 mmol), Copper(I) iodide (16 mg, 0.083 mmol), 1,2-Ethanediol (92.6 uL, 1.66 mmol), N,N-Dimethylformamide (12 mL, 150 mmol), and finally 2-Methoxy-benzenethiol (0.174 g, 1.24 mmol). The reaction was heated at 120° C. overnight. The reaction was partitioned with DCM and water. The organic was separated, washed with Brine, and d... Starting materials: BrC1=CC=C2C=NC(=NN21)NC2=CC=C(C=C2)N2CCN(CC2)C ((7-Bromo-pyrrolo[2,1-f][1,2,4]triazin-2-yl)-[4-(4-methyl-piperazin-1-yl)-phenyl]-amine), CC(C)([O-])C.[Na+] (Sodium tert-butoxide), C(CO)O (1,2-Ethanediol), CN(C=O)C (N,N-Dimethylformamide), COC1=C(C=CC=C1)S (2-Methoxy-benzenethiol). Isolated yield 2.5%. The reactants are FC(C(=O)O)(F)F (Trifluoroacetic acid), C(C)(C)(C)OC(=O)N1C(C=2N(CC1)C(=NN2)C2=CC=C(C=C2)OC)C2=NC(=NO2)C2=CC(=CC=C2)Cl (8-[3-(3-chloro-phenyl) -[1,2,4]oxadiazol-5-yl]-3-(4-methoxy-phenyl)-5,6-dihydro-8H-[1,2,4]triazolo[4,3-a]pyrazine-7-carboxylic acid tert-butyl ester). Run in ClCCl (dichloromethane), ClCCl (dichloromethane). Product: ClC=1C=C(C=CC1)C1=NOC(=N1)C1C=2N(CCN1)C(=NN2)C2=CC=C(C=C2)OC (8-[3-(3-Chloro-phenyl)-[1,2,4]oxadiazol-5-yl]-3-(4-methoxy-phenyl)-5,6,7,8-tetrahydro-[1,2,4]triazolo[4,3-a]pyrazine). The yield is 70.9%. Reaction SMILES: FC(F)(F)C(O)=O.C(OC([N:15]1[CH2:20][CH2:19][N:18]2[C:21]([C:24]3[CH:29]=[CH:28][C:27]([O:30][CH3:31])=[CH:26][CH:25]=3)=[N:22][N:23]=[C:17]2[CH:16]1[C:32]1[O:36][N:35]=[C:34]([C:37]2[CH:42]=[CH:41][CH:40]=[C:39]([Cl:43])[CH:38]=2)[N:33]=1)=O)(C)(C)C>ClCCl>[Cl:43][C:39]1[CH:38]=[C:37]([C:34]2[N:33]=[C:32]([CH:16]3[NH:15][CH2:20][CH2:19][N:18]4[C:21]([C:24]5[CH:29]=[CH:28][C:27]([O:30][CH3:31])=[CH:26][CH:25]=5)=[N:22][N:23]=[C:17]34)[O:36][N:35]=2)[CH:42]=[CH:41][CH:40]=1. Procedure details: Trifluoroacetic acid (0.5 mL) was added to a solution of 8-[3-(3-chloro-phenyl) -[1,2,4]oxadiazol-5-yl]-3-(4-methoxy-phenyl)-5,6-dihydro-8H-[1,2,4]triazolo[4,3-a]pyrazine-7-carboxylic acid tert-butyl ester (72.5 mg, 0.14 mmol) in dichloromethane (1 mL) at 0° C. The reaction mixture was then diluted with dichloromethane, After 15 minutes, the reaction was warmed to room temperature and stirred for an additional hour. washed with saturated sodium bicarbonate, dried over anhydrous sodium sulfate, f... The reactants are FC=1C=C2C(=CNC2=C(C1)F)C=1CCN(CC1)C (5,7-difluoro-3-(1-methyl-1,2,3,6-tetrahydro-4-pyridinyl)-1H-indole), CC1=CC=C(C=C1)S(=O)(=O)Cl (4-methylphenylsulfonyl chloride), C[Si](C)(C)[N-][Si](C)(C)C.[Na+] (NaN(TMS)2). Run in C1CCOC1 (THF). Product: FC=1C=C2C(=CN(C2=C(C1)F)S(=O)(=O)C1=CC=C(C=C1)C)C=1CCN(CC1)C (5,7-Difluoro-3-(1-methyl-1,2,3,6-tetrahydro-4-pyridinyl)-1-(4-methylphenylsulfonyl)indole). RXN SMILES: [F:1][C:2]1[CH:3]=[C:4]2[C:8](=[C:9]([F:11])[CH:10]=1)[NH:7][CH:6]=[C:5]2[C:12]1[CH2:13][CH2:14][N:15]([CH3:18])[CH2:16][CH:17]=1.[CH3:19][C:20]1[CH:25]=[CH:24][C:23]([S:26](Cl)(=[O:28])=[O:27])=[CH:22][CH:21]=1.C[Si]([N-][Si](C)(C)C)(C)C.[Na+]>C1COCC1>[F:1][C:2]1[CH:3]=[C:4]2[C:8](=[C:9]([F:11])[CH:10]=1)[N:7]([S:26]([C:23]1[CH:24]=[CH:25][C:20]([CH3:19])=[CH:21][CH:22]=1)(=[O:28])=[O:27])[CH:6]=[C:5]2[C:12]1[CH2:13][CH2:14][N:15]([CH3:18])[CH2:16][CH:17]=1 |f:2.3|. Procedure details: (8.8 mg, 54%); from 5,7-difluoro-3-(1-methyl-1,2,3,6-tetrahydro-4-pyridinyl)-1H-indole (Example 4g, 10 mg, 0.04 mmol) and 4-methylphenylsulfonyl chloride (11.4 mg, 0.06 mmoles) with 1M NaN(TMS)2 (60 μL, 0.06 mmol) in THF (0.5 mL) at RT. The reactants are COC(=O)c1ccc(I)c(Br)c1, CC(C)C[AlH]CC(C)C, ClCCl, O. Product: OCc1ccc(I)c(Br)c1. RXN SMILES: [Br:1][c:2]1[cH:3][c:4]([C:5](=[O:6])[O:7][CH3:8])[cH:9][cH:10][c:11]1[I:12].[CH3:13][CH:14]([CH2:15][AlH:16][CH2:17][CH:18]([CH3:19])[CH3:20])[CH3:21].[Cl:22][CH2:23][Cl:24].[OH2:25]>>[Br:1][c:2]1[cH:3][c:4]([CH2:5][OH:6])[cH:9][cH:10][c:11]1[I:12]. The reactants are FC(C(=O)OC(C(F)(F)F)=O)(F)F (trifluoroacetic anhydride), FC(C(=O)OC(C(F)(F)F)=O)(F)F (trifluoroacetic anhydride), FC(C(=O)O)(F)F (Trifluoroacetic acid), ONCCCP(O)(O)=O (3-(N-hydroxyamino)propylphosphonic acid), N (ammonia). Solvent: C(C)O (ethanol), O (water), C(C)O (ethanol). Run at time 15 minute. Yields the product monoammonium, ON(C(C(F)(F)F)=O)CCCP(O)(O)=O (3-(N-hydroxy-N-trifluoroacetylamino)propylphosphonic acid). As a reaction SMILES: [F:1][C:2]([F:7])([F:6])[C:3](O)=[O:4].[OH:8][NH:9][CH2:10][CH2:11][CH2:12][P:13](=[O:16])([OH:15])[OH:14].FC(F)(F)C(OC(=O)C(F)(F)F)=O.N>C(O)C.O>[OH:8][N:9]([CH2:10][CH2:11][CH2:12][P:13](=[O:14])([OH:16])[OH:15])[C:3](=[O:4])[C:2]([F:7])([F:6])[F:1]. Procedure: Trifluoroacetic acid (4 ml) was added to 3-(N-hydroxyamino)propylphosphonic acid (1.55 g). After the mixture was stirred at ambient temperature for 15 minutes, to the mixture was added trifluoroacetic anhydride (2.52 g) with stirring under ice-cooling. After the stirring was continued at the same temperature for 1.5 hours, to the mixture was further added trifluoroacetic anhydride (2.73 g). The mixture was further stirred for an hour. Then, the resultant mixture was concentrated under reduced pr...